Dataset: the Open Reaction Database (ORD), a public repository of structured organic reaction records. Task: describe an organic reaction: reactants, conditions, products, and yield Reactants: CCOCCl, CON1CCC2(CC1)NC(=O)C(c1cc(C)ccc1C)=C2O, CCOC(C)=O, CCN(C(C)C)C(C)C, C1CCOC1, O. Product: CCOCOC1=C(c2cc(C)ccc2C)C(=O)NC12CCN(OC)CC2. Reaction SMILES: [CH2:32]([CH3:33])[O:34][CH2:35][Cl:36].[CH3:1][c:2]1[c:3]([C:9]2=[C:13]([OH:14])[C:12]3([NH:11][C:10]2=[O:22])[CH2:15][CH2:16][N:17]([O:20][CH3:21])[CH2:18][CH2:19]3)[cH:4][c:5]([CH3:8])[cH:6][cH:7]1.[CH3:43][CH2:44][O:45][C:46](=[O:47])[CH3:48].[CH:23]([N:24]([CH2:25][CH3:26])[CH:27]([CH3:28])[CH3:29])([CH3:30])[CH3:31].[O:38]1[CH2:39][CH2:40][CH2:41][CH2:42]1.[OH2:37]>>[CH3:1][c:2]1[c:3]([C:9]2=[C:13]([O:14][CH2:35][O:34][CH2:32][CH3:33])[C:12]3([NH:11][C:10]2=[O:22])[CH2:15][CH2:16][N:17]([O:20][CH3:21])[CH2:18][CH2:19]3)[cH:4][c:5]([CH3:8])[cH:6][cH:7]1. The reactants are C(#N)C1=NC=NC=C1C1=CC=C(C=C1)C (4-cyano-5-(p-tolyl)pyrimidine), BrN1C(CCC1=O)=O (N-bromosuccinimide), C(C1=CC=CC=C1)(=O)OOC(C1=CC=CC=C1)=O (benzoyl peroxide). Solvent: C(Cl)(Cl)(Cl)Cl (carbon tetrachloride). The product is C(#N)C1=NC=NC=C1C1=CC=C(C=C1)CBr (4-Cyano-5-(p-bromomethylphenyl)pyrimidine). RXN SMILES: [C:1]([C:3]1[C:8]([C:9]2[CH:14]=[CH:13][C:12]([CH3:15])=[CH:11][CH:10]=2)=[CH:7][N:6]=[CH:5][N:4]=1)#[N:2].[Br:16]N1C(=O)CCC1=O.C(OOC(=O)C1C=CC=CC=1)(=O)C1C=CC=CC=1>C(Cl)(Cl)(Cl)Cl>[C:1]([C:3]1[C:8]([C:9]2[CH:14]=[CH:13][C:12]([CH2:15][Br:16])=[CH:11][CH:10]=2)=[CH:7][N:6]=[CH:5][N:4]=1)#[N:2]. Procedure details: A solution of 4-cyano-5-(p-tolyl)pyrimidine (1.2 g, 6 mmol), N-bromosuccinimide (1.15 g, 6 mmol) and benzoyl peroxide (catalytic amount) in carbon tetrachloride (50 ml) was refluxed under light radiation for 1 hour. After cooling, insoluble materials were removed and the filtrate was concentrated to dryness. Recrystallization from ether-isopropyl ether afforded colorless powders (1 g, 59%), m.p. 114°-116° C. Starting materials: COC(=O)C1=CC=2N(C=C1)C=C(N2)C=2C(=NOC2C)C2=CC=CC=C2 (2-(5-methyl-3-phenyl-isoxazol-4-yl)-imidazo[1,2-a]pyridine-7-carboxylic acid methyl ester), O.[OH-].[Li+] (lithium hydroxide monohydrate). Solvent: C1CCOC1 (THF), O (water), CO (methanol). Run at time 8 hour. Yields the product CC1=C(C(=NO1)C1=CC=CC=C1)C=1N=C2N(C=CC(=C2)C(=O)O)C1 (2-(5-Methyl-3-phenyl-isoxazol-4-yl)-imidazo[1,2-a]pyridine-7-carboxylic acid). Isolated yield 66.5%. Reaction SMILES: C[O:2][C:3]([C:5]1[CH:10]=[CH:9][N:8]2[CH:11]=[C:12]([C:14]3[C:15]([C:20]4[CH:25]=[CH:24][CH:23]=[CH:22][CH:21]=4)=[N:16][O:17][C:18]=3[CH3:19])[N:13]=[C:7]2[CH:6]=1)=[O:4].O.[OH-].[Li+]>C1COCC1.O.CO>[CH3:19][C:18]1[O:17][N:16]=[C:15]([C:20]2[CH:25]=[CH:24][CH:23]=[CH:22][CH:21]=2)[C:14]=1[C:12]1[N:13]=[C:7]2[CH:6]=[C:5]([C:3]([OH:4])=[O:2])[CH:10]=[CH:9][N:8]2[CH:11]=1 |f:1.2.3|. Procedure: To a solution of 2-(5-methyl-3-phenyl-isoxazol-4-yl)-imidazo[1,2-a]pyridine-7-carboxylic acid methyl ester (1.2 g, 3.6 mmol) in THF (9.9 mL), water (9.9 mL) and methanol (2.2 mL) was added lithium hydroxide monohydrate (302 mg, 7.2 mmol) and the resulting mixture stirred vigorously overnight. The mixture was then evaporated and acidified with hydrochloric acid (1 N) and then extracted with ethyl acetate. The combined organic layers were then washed with water and brine, dried over sodium sulphat... Reactants: ClCCl, O=S(Cl)Cl, CC(O)c1ccnc2ncnn12. Product: CC(Cl)c1ccnc2ncnn12. RXN SMILES: [Cl:17][CH2:18][Cl:19].[S:13]([Cl:14])([Cl:15])=[O:16].[n:1]1[cH:2][n:3][c:4]2[n:5]1[c:6]([CH:10]([CH3:11])[OH:12])[cH:7][cH:8][n:9]2>>[n:1]1[cH:2][n:3][c:4]2[n:5]1[c:6]([CH:10]([CH3:11])[Cl:15])[cH:7][cH:8][n:9]2. The reactants are CCO, [H][H], O=C1COCCN1c1ccc([N+](=O)[O-])cc1, O. The product is Nc1ccc(N2CCOCC2=O)cc1. RXN SMILES: [CH3:20][CH2:21][OH:22].[H:17][H:18].[N+:1]([O-:2])(=[O:3])[c:4]1[cH:5][cH:6][c:7]([N:10]2[C:11](=[O:16])[CH2:12][O:13][CH2:14][CH2:15]2)[cH:8][cH:9]1.[OH2:19]>>[NH2:1][c:4]1[cH:5][cH:6][c:7]([N:10]2[C:11](=[O:16])[CH2:12][O:13][CH2:14][CH2:15]2)[cH:8][cH:9]1. Starting materials: C1CCOC1, NC1CC1, Cc1ccc(S(=O)(=O)OCCCOc2ccc3[nH]nc(S(=O)(=O)c4cccc5ccccc45)c3c2)cc1. The product is O=S(=O)(c1cccc2ccccc12)c1n[nH]c2ccc(OCCCNC3CC3)cc12. As a reaction SMILES: [CH2:42]1[O:43][CH2:44][CH2:45][CH2:46]1.[CH:38]1([NH2:41])[CH2:39][CH2:40]1.[c:1]1([S:11](=[O:12])(=[O:13])[c:14]2[n:15][nH:16][c:17]3[cH:18][cH:19][c:20]([O:23][CH2:24][CH2:25][CH2:26][O:27][S:28]([c:29]4[cH:30][cH:31][c:32]([CH3:33])[cH:34][cH:35]4)(=[O:36])=[O:37])[cH:21][c:22]23)[cH:2][cH:3][cH:4][c:5]2[cH:6][cH:7][cH:8][cH:9][c:10]12>>[c:1]1([S:11](=[O:12])(=[O:13])[c:14]2[n:15][nH:16][c:17]3[cH:18][cH:19][c:20]([O:23][CH2:24][CH2:25][CH2:26][NH:41][CH:38]4[CH2:39][CH2:40]4)[cH:21][c:22]23)[cH:2][cH:3][cH:4][c:5]2[cH:6][cH:7][cH:8][cH:9][c:10]12. The reactants are [H][H] (hydrogen), C(=O)(OC)C1=CC=C(C=C1)C=CC(C=CC1=CC=C(C=C1)C(=O)OC)=O (1,5-bis-(4'-carbomethoxyphenyl)1,4-pentadien-3-one), [H][H] (hydrogen), stainless steel. Solvent: C1(=CC=CC=C1)C (toluene). Conditions: temperature 180 celsius. Yields the product C(=O)(OC)C1=CC=C(C=C1)CCC(CCC1=CC=C(C=C1)C(=O)OC)O (1,5-bis-(4'-carbomethoxyphenyl)-3-pentanol). The yield is 79.7%. RXN SMILES: [C:1]([C:5]1[CH:10]=[CH:9][C:8]([CH:11]=[CH:12][C:13](=[O:26])[CH:14]=[CH:15][C:16]2[CH:21]=[CH:20][C:19]([C:22]([O:24][CH3:25])=[O:23])=[CH:18][CH:17]=2)=[CH:7][CH:6]=1)([O:3][CH3:4])=[O:2].[H][H]>C1(C)C=CC=CC=1>[C:22]([C:19]1[CH:18]=[CH:17][C:16]([CH2:15][CH2:14][CH:13]([OH:26])[CH2:12][CH2:11][C:8]2[CH:7]=[CH:6][C:5]([C:1]([O:3][CH3:4])=[O:2])=[CH:10][CH:9]=2)=[CH:21][CH:20]=1)([O:24][CH3:25])=[O:23]. Procedure details: A mixture of 175 g (0.50 moles) of 1,5-bis-(4'-carbomethoxyphenyl)1,4-pentadien-3-one, 1.75 g copperchromite, and 1750 mL of toluene were placed in a stainless steel autoclave. The autoclave was pressurized to 250 psi with hydrogen and then heated to 180° C. Upon reaching the desired temperature the pressure was adjusted to 1000 psig with hydrogen. The temperature and pressure were maintained at these levels for 5 h. The autoclave was then cooled and vented. The mixture was removed from the auto... Reactants: C(O)([O-])=O.[Na+] (sodium hydrogencarbonate), C(C)(C)(C)OC(=O)N1CCC(CC1)=O (1-t-butoxycarbonyl-4-oxopiperidine), O=C1NC(CNC1)=O (2,6-dioxopiperazine), [H-] (hydride). The solvent is ClCCCl (1,2-dichloroethane), O (water), C(C)(=O)O (acetic acid), C(C)(=O)O (acetic acid), CCCCCC (n-hexane). Reaction conditions: time 17 hour. Yields the product C(C)(C)(C)OC(=O)N1CCC(CC1)N1CC(NC(C1)=O)=O (4-(1-t-butoxycarbonylpiperidin-4-yl)-2,6-dioxopiperazine). The yield is 62.1%. RXN SMILES: [C:1]([O:5][C:6]([N:8]1[CH2:13][CH2:12][C:11](=O)[CH2:10][CH2:9]1)=[O:7])([CH3:4])([CH3:3])[CH3:2].[O:15]=[C:16]1[CH2:21][NH:20][CH2:19][C:18](=[O:22])[NH:17]1.[H-].C(=O)([O-])O.[Na+]>ClCCCl.CCCCCC.C(O)(=O)C.O>[C:1]([O:5][C:6]([N:8]1[CH2:13][CH2:12][CH:11]([N:20]2[CH2:19][C:18](=[O:22])[NH:17][C:16](=[O:15])[CH2:21]2)[CH2:10][CH2:9]1)=[O:7])([CH3:4])([CH3:3])[CH3:2] |f:3.4|. Reported procedure: A mixture of 1-t-butoxycarbonyl-4-oxopiperidine (9.06 g) and 2,6-dioxopiperazine (3.99 g) was dissolved in 1,2-dichloroethane (170 ml), and acetic acid (20 ml) of triacetoxyboronsodium hydride (9.64 g) were added to the solution, followed by stirring at room temperature for 17 hours. Then, water was added to the reaction solution under ice-cooling, and sodium hydrogencarbonate was added to the solution to neutralize acetic acid. The reaction solution was charged into a separating funnel to separ...